This data is from the Open Reaction Database (ORD), a public repository of structured organic reaction records. The task is: describe an organic reaction: reactants, conditions, products, and yield Procedure: A solution of {(1S)-1-cyclopropyl-2-[(2S)-4-(2,5-difluorophenyl)-2-phenyl-2,5-dihydro-1H-pyrrol-1-yl]-2-oxoethyl}amine (16-7, 100 mg, 0.282 mmol, 1 equiv) and methyl acrylate (0.076 mL, 0.85 mmol, 3.0 equiv) in a 1:1 mixture of ethanol and dioxane (10 mL) was heated at 85° C. for 20 h. The reaction mixture was concentrated and the residue was purified by flash column chromatography (100% EtOAc) to provide methyl N-{(1S)-1-cyclopropyl-2-[(2S)-4-(2,5-difluorophenyl)-2-phenyl-2,5-dihydro-1H-pyrrol-... The reactants are C1(CC1)[C@@H](C(=O)N1[C@@H](C=C(C1)C1=C(C=CC(=C1)F)F)C1=CC=CC=C1)N ((1S)-1-cyclopropyl-2-[(2S)-4-(2,5-difluorophenyl)-2-phenyl-2,5-dihydro-1H-pyrrol-1-yl]-2-oxoethanamine), C(C=C)(=O)OC (methyl acrylate), C(C)O (ethanol). Run in O1CCOCC1 (dioxane). Product: C1(CC1)[C@@H](C(=O)N1[C@@H](C=C(C1)C1=C(C=CC(=C1)F)F)C1=CC=CC=C1)NCCC(=O)OC (methyl N-{(1S)-1-cyclopropyl-2-[(2S)-4-(2,5-difluorophenyl)-2-phenyl-2,5-dihydro-1H-pyrrol-1-yl]-2-oxoethyl}-β-alaninate). Conditions: temperature 85 celsius. RXN SMILES: [CH:1]1([C@H:4]([NH2:26])[C:5]([N:7]2[CH2:11][C:10]([C:12]3[CH:17]=[C:16]([F:18])[CH:15]=[CH:14][C:13]=3[F:19])=[CH:9][C@H:8]2[C:20]2[CH:25]=[CH:24][CH:23]=[CH:22][CH:21]=2)=[O:6])[CH2:3][CH2:2]1.[C:27]([O:31][CH3:32])(=[O:30])[CH:28]=[CH2:29].C(O)C>O1CCOCC1>[CH:1]1([C@H:4]([NH:26][CH2:29][CH2:28][C:27]([O:31][CH3:32])=[O:30])[C:5]([N:7]2[CH2:11][C:10]([C:12]3[CH:17]=[C:16]([F:18])[CH:15]=[CH:14][C:13]=3[F:19])=[CH:9][C@H:8]2[C:20]2[CH:21]=[CH:22][CH:23]=[CH:24][CH:25]=2)=[O:6])[CH2:3][CH2:2]1. Reactants: CN(C1(CCC(CC1)(O)C#CCCCOC1OCCCC1)C1=CC=CC=C1)C (4-(Dimethylamino)-4-phenyl-1-(5-(tetrahydro-2H-pyran-2-yloxy)pent-1-ynyl)cyclohexanol), NC1=NC=CC=C1I (2-amino-3-iodopyridine), [Cl-].[Li+] (lithium chloride), C([O-])([O-])=O.[Na+].[Na+] (sodium carbonate), [Cl-].[Na+] (sodium chloride). Reagents/catalysts: C1=CC=C(C=C1)P([C-]2C=CC=C2)C3=CC=CC=C3.C1=CC=C(C=C1)P([C-]2C=CC=C2)C3=CC=CC=C3.Cl[Pd]Cl.[Fe+2] (Pd(dppf)Cl2). The solvent is C(Cl)Cl (CH2Cl2), CN(C=O)C (dimethylformamide), C(Cl)Cl (methylene chloride), O (water). Run at temperature 105 celsius, time 10 minute. Yields the product CN(C1(CCC(CC1)(O)C1=C(C=2C(=NC=CC2)N1)CCCOC1OCCCC1)C1=CC=CC=C1)C (4-(dimethylamino)-4-phenyl-1-(3-(3-(tetrahydro-2H-pyran-2-yloxy)propyl)-1H-pyrrolo[2,3-b]pyridin-2-yl)cyclohexanol). Yield: 28.0%. As a reaction SMILES: [CH3:1][N:2]([CH3:28])[C:3]1([C:22]2[CH:27]=[CH:26][CH:25]=[CH:24][CH:23]=2)[CH2:8][CH2:7][C:6]([C:10]#[C:11][CH2:12][CH2:13][CH2:14][O:15][CH:16]2[CH2:21][CH2:20][CH2:19][CH2:18][O:17]2)([OH:9])[CH2:5][CH2:4]1.[NH2:29][C:30]1[C:35](I)=[CH:34][CH:33]=[CH:32][N:31]=1.[Cl-].[Li+].C(=O)([O-])[O-].[Na+].[Na+].[Cl-].[Na+]>CN(C)C=O.C1C=CC(P(C2C=CC=CC=2)[C-]2C=CC=C2)=CC=1.C1C=CC(P(C2C=CC=CC=2)[C-]2C=CC=C2)=CC=1.Cl[Pd]Cl.[Fe+2].C(Cl)Cl.O>[CH3:28][N:2]([CH3:1])[C:3]1([C:22]2[CH:23]=[CH:24][CH:25]=[CH:26][CH:27]=2)[CH2:4][CH2:5][C:6]([C:10]2[NH:29][C:30]3=[N:31][CH:32]=[CH:33][CH:34]=[C:35]3[C:11]=2[CH2:12][CH2:13][CH2:14][O:15][CH:16]2[CH2:21][CH2:20][CH2:19][CH2:18][O:17]2)([OH:9])[CH2:7][CH2:8]1 |f:2.3,4.5.6,7.8,10.11.12.13|. Procedure details: 4-(Dimethylamino)-4-phenyl-1-(5-(tetrahydro-2H-pyran-2-yloxy)pent-1-ynyl)cyclohexanol (700 mg, 1.82 mmol), 2-amino-3-iodopyridine (363 mg, 1.65 mmol), lithium chloride (74 mg, 1.73 mmol) and sodium carbonate (525 mg, 4.95 mmol) was dissolved in dimethylformamide (20 ml) under an argon atmosphere. Argon was subsequently allowed to flow through the solution for 10 min and the catalyst ([Pd(dppf)Cl2×CH2Cl2], 135 mg, 0.17 mmol) was then added. The reaction mixture was heated at 105° C. (oil bath tem... Reactants: C(C)[SiH](CC)CC (triethylsilane), FC(C(=O)O)(F)F (trifluoroacetic acid), COC1=C(CN(S(=O)(=O)C2=C(C=C(C(=C2)F)O[C@@H]2[C@H](C(CC2)(C)C)C2=CC=NN2C)F)C2=NC=NC=C2)C=CC(=C1)OC (N-(2,4-dimethoxybenzyl)-4-{[(1S*,2R*)-3,3-dimethyl-2-(1-methyl-1H-pyrazol-5-yl)cyclopentyl]oxy}-2,5-difluoro-N-(pyrimidin-4-yl)benzenesulfonamide). The solvent is ClCCl (dichloromethane). The product is CC1([C@@H]([C@H](CC1)OC1=CC(=C(C=C1F)S(=O)(=O)NC1=NC=NC=C1)F)C1=CC=NN1C)C (4-{[(1S*,2R*)-3,3-Dimethyl-2-(1-methyl-1H-pyrazol-5-yl)cyclopentyl]oxy}-2,5-difluoro-N-(pyrimidin-4-yl)benzenesulfonamide). Isolated yield 89.5%. RXN SMILES: COC1C=C(OC)C=CC=1C[N:6]([C:32]1[CH:37]=[CH:36][N:35]=[CH:34][N:33]=1)[S:7]([C:10]1[CH:15]=[C:14]([F:16])[C:13]([O:17][C@H:18]2[CH2:22][CH2:21][C:20]([CH3:24])([CH3:23])[C@@H:19]2[C:25]2[N:29]([CH3:30])[N:28]=[CH:27][CH:26]=2)=[CH:12][C:11]=1[F:31])(=[O:9])=[O:8].C([SiH](CC)CC)C.FC(F)(F)C(O)=O>ClCCl>[CH3:23][C:20]1([CH3:24])[CH2:21][CH2:22][C@H:18]([O:17][C:13]2[C:14]([F:16])=[CH:15][C:10]([S:7]([NH:6][C:32]3[CH:37]=[CH:36][N:35]=[CH:34][N:33]=3)(=[O:9])=[O:8])=[C:11]([F:31])[CH:12]=2)[C@H:19]1[C:25]1[N:29]([CH3:30])[N:28]=[CH:27][CH:26]=1. Reported procedure: The reaction and aftertreatment were conducted in the same manner as in Example 1b by using the N-(2,4-dimethoxybenzyl)-4-{[(1S*,2R*)-3,3-dimethyl-2-(1-methyl-1H-pyrazol-5-yl)cyclopentyl]oxy}-2,5-difluoro-N-(pyrimidin-4-yl)benzenesulfonamide (263 Mg, 0.429 mmol) prepared in Example 99d, triethylsilane (0.30 mL), trifluoroacetic acid (3.0 mL) and dichloromethane (3.0 mL), to yield the title compound (178 mg, 90%) as a colorless solid. Reactants: CC(C)([O-])C.[K+] (potassium t-butoxide), CI (MeI), BrC=1C=C(C=C2C=CC=NC12)CS(=O)(=O)C (8-bromo-6-methanesulfonylmethyl-quinoline), CC(C)([O-])C.[K+] (potassium t-butoxide), CI (MeI). Solvent: [NH4+].[Cl-] (NH4Cl), C1CCOC1 (THF). Conditions: temperature 0 celsius, time 0.5 hour. Yields the product N1=CC=CC2=CC=CC=C12 (Quinoline). RXN SMILES: Br[C:2]1[CH:3]=[C:4](CS(C)(=O)=O)[CH:5]=[C:6]2[C:11]=1[N:10]=[CH:9][CH:8]=[CH:7]2.CC(C)([O-])C.[K+].CI>C1COCC1.[NH4+].[Cl-]>[N:10]1[C:11]2[C:6](=[CH:5][CH:4]=[CH:3][CH:2]=2)[CH:7]=[CH:8][CH:9]=1 |f:1.2,5.6|. Procedure details: To a solution of the 8-bromo-6-methanesulfonylmethyl-quinoline (1.0 eq) from Step 1 in THF (0.1M) at 0° C., was added potassium t-butoxide (1.3 eq; 1M in THF) over 30 min. After 0.5 h at 0° C., MeI (1.6 eq) was added and the resulting reaction mixture was stirred at 0° C. for 2 h. A second portion of potassium t-butoxide (1.0 eq; 1M in THF) was added over 30 min, followed by MeI (1.6 eq). The mixture was stirred at room temperature for 2 h. The mixture was poured in saturated aqueous NH4Cl and e... Starting materials: CCN(C(C)C)C(C)C (Hunig's base), CN(CCN)C (N,N-dimethylethylenediamine), ClC(=O)[C@]12[C@@H]([C@H]3CC[C@@H]4[C@]5(CC=C(C([C@@H]5CC[C@]4([C@@]3(CC1)C)C)(C)C)C1=CC=C(C(=O)OC)C=C1)C)[C@@H](CC2)C(=C)C (methyl 4-((1R,3aS,5aR,5bR,7aR,11aS,11bR,13aR,13bR)-3a-(chlorocarbonyl)-5a,5b,8,8,11a-pentamethyl-1-(prop-1-en-2-yl)-2,3,3a,4,5,5a,5b,6,7,7a,8,11,11a,11b,12,13,13a,13b-octadecahydro-1H-cyclopenta[a]chrysen-9-yl)benzoate). The reagents and catalysts are CN(C)C=1C=CN=CC1 (DMAP). Solvent: ClCCCl (DCE). Run at time 2 hour. Yields the product CN(CCNC(=O)[C@]12[C@@H]([C@H]3CC[C@@H]4[C@]5(CC[C@@H](C([C@@H]5CC[C@]4([C@@]3(CC1)C)C)(C)C)C1=CC=C(C(=O)OC)C=C1)C)[C@@H](CC2)C(C)C)C (methyl 4-((1S,3aS,5aR,5bR,7aS,9S,11aS,11bR,13aR,13bR)-3a-(2-(dimethylamino)ethylcarbamoyl)-1-isopropyl-5a,5b,8,8,11a-pentamethylicosahydro-1H-cyclopenta[a]chrysen-9-yl)benzoate). The yield is 44.0%. RXN SMILES: Cl[C:2]([C@:4]12[CH2:39][CH2:38][C@@H:37]([C:40]([CH3:42])=[CH2:41])[C@@H:5]1[C@@H:6]1[C@@:19]([CH3:22])([CH2:20][CH2:21]2)[C@@:18]2([CH3:23])[C@@H:9]([C@:10]3([CH3:36])[C@@H:15]([CH2:16][CH2:17]2)[C:14]([CH3:25])([CH3:24])[C:13]([C:26]2[CH:35]=[CH:34][C:29]([C:30]([O:32][CH3:33])=[O:31])=[CH:28][CH:27]=2)=[CH:12][CH2:11]3)[CH2:8][CH2:7]1)=[O:3].CCN(C(C)C)C(C)C.[CH3:52][N:53]([CH3:57])[CH2:54][CH2:55][NH2:56]>ClCCCl.CN(C1C=CN=CC=1)C>[CH3:52][N:53]([CH3:57])[CH2:54][CH2:55][NH:56][C:2]([C@:4]12[CH2:39][CH2:38][C@@H:37]([CH:40]([CH3:42])[CH3:41])[C@@H:5]1[C@@H:6]1[C@@:19]([CH3:22])([CH2:20][CH2:21]2)[C@@:18]2([CH3:23])[C@@H:9]([C@:10]3([CH3:36])[C@@H:15]([CH2:16][CH2:17]2)[C:14]([CH3:25])([CH3:24])[C@@H:13]([C:26]2[CH:35]=[CH:34][C:29]([C:30]([O:32][CH3:33])=[O:31])=[CH:28][CH:27]=2)[CH2:12][CH2:11]3)[CH2:8][CH2:7]1)=[O:3]. Procedure details: To a flask containing methyl 4-((1R,3aS,5aR,5bR,7aR,11aS,11bR,13aR,13bR)-3a-(chlorocarbonyl)-5a,5b,8,8,11a-pentamethyl-1-(prop-1-en-2-yl)-2,3,3a,4,5,5a,5b,6,7,7a,8,11,11a,11b,12,13,13a,13b-octadecahydro-1H-cyclopenta[a]chrysen-9-yl)benzoate (77 mg, 0.13 mmol) in DCE (2 mL) was added Hunig's base (0.068 mL, 0.390 mmol), DMAP (1 mg, 8.19 mmol), and N,N-dimethylethylenediamine (0.029 mL, 0.260 mmol). The mixture was stirred for two hours at rt. The reaction was quenched with 5 mL of water and was e... Reactants: CP(OCC(C)C)(=O)C (isobutyl P,P-dimethyl-phosphinate), FC1=CC=C(C=C1)\C=C\[N+](=O)[O-] (trans-1-(4-fluorophenyl)-2-nitro-ethene), C(C)(C)NC(C)C (diisopropylamine), solution, C(CCC)[Li] (n-butyllithium), [Cl-].[NH4+] (ammonium chloride). The solvent is O1CCCC1 (tetrahydrofuran), O1CCCC1 (tetrahydrofuran), CCCCCC (hexane). Run at time 10 minute. Yields the product FC1=CC=C(C=C1)C(CP(OCC(C)C)(=O)C)C[N+](=O)[O-] (isobutyl 2-(4-fluorophenyl)-3-nitro-propyl-(methyl)phosphinate). Reaction SMILES: C(NC(C)C)(C)C.C([Li])CCC.[CH3:13][P:14]([CH3:21])(=[O:20])[O:15][CH2:16][CH:17]([CH3:19])[CH3:18].[F:22][C:23]1[CH:28]=[CH:27][C:26](/[CH:29]=[CH:30]/[N+:31]([O-:33])=[O:32])=[CH:25][CH:24]=1.[Cl-].[NH4+]>O1CCCC1.CCCCCC>[F:22][C:23]1[CH:24]=[CH:25][C:26]([CH:29]([CH2:30][N+:31]([O-:33])=[O:32])[CH2:13][P:14]([CH3:21])(=[O:20])[O:15][CH2:16][CH:17]([CH3:19])[CH3:18])=[CH:27][CH:28]=1 |f:4.5|. Procedure: To a solution of 8.1 g of diisopropylamine in 50 ml of dry tetrahydrofuran at -78° C. under an atmosphere of nitrogen are added 50.0 ml of a 1.6M solution of n-butyllithium in hexane. This solution is then stirred for a period of 10 minutes at this temperature, after which time a solution of 10.0 g of isobutyl P,P-dimethyl-phosphinate is added. This mixture is stirred at -78° C. for a period of 1 hour, after which time a solution of 11.1 g of trans-1-(4-fluorophenyl)-2-nitro-ethene in 50ml of te... Reactants: C[Si](C)(C)Cl, ClCCl, [I-], COc1ccc2c(OCCn3nc(-c4ccc(C(=O)NCCN)c(Cl)c4)ccc3=O)ccnc2c1, [Na+]. The product is COc1ccc2c(OCCn3nc(-c4ccc(C5=NCCN5)c(Cl)c4)ccc3=O)ccnc2c1. RXN SMILES: [Cl:36][Si:37]([CH3:38])([CH3:39])[CH3:40].[Cl:43][CH2:44][Cl:45].[I-:42].[NH2:1][CH2:2][CH2:3][NH:4][C:5]([c:6]1[c:7]([Cl:34])[cH:8][c:9](-[c:12]2[n:13][n:14]([CH2:19][CH2:20][O:21][c:22]3[cH:23][cH:24][n:25][c:26]4[cH:27][c:28]([O:32][CH3:33])[cH:29][cH:30][c:31]34)[c:15](=[O:18])[cH:16][cH:17]2)[cH:10][cH:11]1)=[O:35].[Na+:41]>>[N:1]1=[C:5]([c:6]2[c:7]([Cl:34])[cH:8][c:9](-[c:12]3[n:13][n:14]([CH2:19][CH2:20][O:21][c:22]4[cH:23][cH:24][n:25][c:26]5[cH:27][c:28]([O:32][CH3:33])[cH:29][cH:30][c:31]45)[c:15](=[O:18])[cH:16][cH:17]3)[cH:10][cH:11]2)[NH:4][CH2:3][CH2:2]1. Reactants: NCCCCO (4-amino-butan-1-ol), CC=1C(=NC=C(C1)C)C=O (3,5-dimethyl-pyridine-2-carbaldehyde), [BH4-].[Na+] (NaBH4). Run in CO (MeOH). Yields the product CC=1C(=NC=C(C1)C)CNCCCCO (4-[(3,5-dimethyl-pyridin-2-ylmethyl)-amino]-butan-1-ol). Reaction SMILES: [NH2:1][CH2:2][CH2:3][CH2:4][CH2:5][OH:6].[CH3:7][C:8]1[C:9]([CH:15]=O)=[N:10][CH:11]=[C:12]([CH3:14])[CH:13]=1.[BH4-].[Na+]>CO>[CH3:7][C:8]1[C:9]([CH2:15][NH:1][CH2:2][CH2:3][CH2:4][CH2:5][OH:6])=[N:10][CH:11]=[C:12]([CH3:14])[CH:13]=1 |f:2.3|. Procedure: Using General Procedure B, 4-amino-butan-1-ol and 3,5-dimethyl-pyridine-2-carbaldehyde in MeOH were reacted with NaBH4 to give 4-[(3,5-dimethyl-pyridin-2-ylmethyl)-amino]-butan-1-ol as a pale yellow oil. Reactants: Cc1c([N+](=O)[O-])cc(C#N)cc1[N+](=O)[O-], CS(C)=O, CC(C)(C)[O-], CC(=O)O, [Li+], Nn1cnnc1, O. Yields the product Cc1c([N+](=O)[O-])cc(C#N)c(N)c1[N+](=O)[O-]. Reaction SMILES: [CH3:1][c:2]1[c:3]([N+:13](=[O:14])[O-:15])[cH:4][c:5]([C:6]#[N:7])[cH:8][c:9]1[N+:10](=[O:11])[O-:12].[CH3:22][S:23](=[O:24])[CH3:25].[CH3:26][C:27]([CH3:28])([O-:29])[CH3:30].[CH3:33][C:34](=[O:35])[OH:36].[Li+:31].[NH2:16][n:17]1[cH:18][n:19][n:20][cH:21]1.[OH2:32]>>[CH3:1][c:2]1[c:3]([N+:13](=[O:14])[O-:15])[cH:4][c:5]([C:6]#[N:7])[c:8]([NH2:16])[c:9]1[N+:10](=[O:11])[O-:12].